This data is from the Open Reaction Database (ORD), a public repository of structured organic reaction records. The task is: describe an organic reaction: reactants, conditions, products, and yield Starting materials: OCCCN1N=CC(=C1)C=1C=CC(=C2C(N(CC12)C)=O)NC1=NC(=NC=C1C(F)(F)F)NC1=C(C=C(CP(OCC)(OCC)=O)C=C1)OC (diethyl (4-{[4-({7-[1-(3-hydroxypropyl)-1H-pyrazol-4-yl]-2-methyl-3-oxo-2,3-dihydro-1H-isoindol-4-yl}amino)-5-(trifluoromethyl)pyrimidin-2-yl]amino}-3-methoxybenzyl)phosphonate), NC=1C(=NC(=CC1)C=1C(=NN(C1)CCCO)OC)C(=O)NC (3-amino-6-[1-(3-hydroxypropyl)-3-methoxy-1H-pyrazol-4-yl]-N-methylpyridine-2-carboxamide), NC=1C(=NC(=CC1)C=1C(=NN(C1)CCCO)OC)C(=O)NC (3-amino-6-[1-(3-hydroxypropyl)-3-methoxy-1H-pyrazol-4-yl]-N-methylpyridine-2-carboxamide), C(C)OP1(OCCCCN2N=CC(C3=NC(=C(NC4=C(C=NC(NC5=CC=C(C1)C=C5)=N4)C(F)(F)F)C=C3)C(=O)NC)=C2)=O (11-ethoxy-N-methyl-21-(trifluoromethyl)-10-oxa-4,5,17,19,23,26,29-heptaaza-11-phosphapentacyclo[22.2.2.213,16.12,5.118,22]dotriaconta-1(26),2(32),3,13,15,18(29),19,21,24,27,30-undecaene-25-carboxamide 11-oxide), C(C)OP1(OCCCCN2N=CC(C3=NC(=C(NC4=C(C=NC(NC5=CC=C(C1)C=C5)=N4)C(F)(F)F)C=C3)C(=O)NC)=C2)=O (11-ethoxy-N-methyl-21-(trifluoromethyl)-10-oxa-4,5,17,19,23,26,29-heptaaza-11-phosphapentacyclo[22.2.2.213,16.12,5.118,22]dotriaconta-1(26),2(32),3,13,15,18(29),19,21,24,27,30-undecaene-25-carboxamide 11-oxide). Product: OCCCN1N=C(C(=C1)C1=CC=C(C(=N1)C(NC)=O)NC1=NC(=NC=C1C(F)(F)F)NC1=C(C=C(CP(OCC)(OCC)=O)C=C1)OC)OC (Diethyl (4-{[4-({6-[1-(3-hydroxypropyl)-3-methoxy-1H-pyrazol-4-yl]-2-(methylcarbamoyl)pyridin-3-yl}amino)-5-(trifluoromethyl)pyrimidin-2-yl]amino}-3-methoxybenzyl)phosphonate). Isolated yield 35.0%. RXN SMILES: OCCCN1C=C(C2C=CC(N[C:22]3[C:27]([C:28]([F:31])([F:30])[F:29])=[CH:26][N:25]=[C:24]([NH:32][C:33]4[CH:47]=[CH:46][C:36]([CH2:37][P:38](=[O:45])([O:42][CH2:43][CH3:44])[O:39][CH2:40][CH3:41])=[CH:35][C:34]=4[O:48][CH3:49])[N:23]=3)=C3C=2CN(C)C3=O)C=N1.C(OP1(=O)CC2C=CC(=CC=2)NC2=NC(=C(C(F)(F)F)C=N2)NC2C=CC(=NC=2C(NC)=O)C2=CN(N=C2)CCCCO1)C.[NH2:94][C:95]1[C:96]([C:112]([NH:114][CH3:115])=[O:113])=[N:97][C:98]([C:101]2[C:102]([O:110][CH3:111])=[N:103][N:104]([CH2:106][CH2:107][CH2:108][OH:109])[CH:105]=2)=[CH:99][CH:100]=1>>[OH:109][CH2:108][CH2:107][CH2:106][N:104]1[CH:105]=[C:101]([C:98]2[N:97]=[C:96]([C:112](=[O:113])[NH:114][CH3:115])[C:95]([NH:94][C:26]3[C:27]([C:28]([F:29])([F:30])[F:31])=[CH:22][N:23]=[C:24]([NH:32][C:33]4[CH:47]=[CH:46][C:36]([CH2:37][P:38](=[O:45])([O:42][CH2:43][CH3:44])[O:39][CH2:40][CH3:41])=[CH:35][C:34]=4[O:48][CH3:49])[N:25]=3)=[CH:100][CH:99]=2)[C:102]([O:110][CH3:111])=[N:103]1. Procedure: Prepared analogously to Compound 1B using diethyl (4-{[4-chloro-5-(trifluoromethyl)pyrimidin-2-yl]amino}-3-methoxybenzyl)phosphonate (Compound 1 E, 251 mg, 0.553 mmol) and 3-amino-6-[1-(3-hydroxypropyl)-3-methoxy-1H-pyrazol-4-yl]-N-methylpyridine-2-carboxamide (Compound 48C, 177 mg, 0.580 mmol) to afford 139 mg of the title compound (35%). 1H NMR (400 MHz, CD3OD) δ 8.90 (br. s., 1H), 8.33 (s, 2H), 7.85 (d, J=8.1 Hz, 1H), 7.79 (d, J=8.6 Hz, 1H), 7.02-7.07 (m, 1H), 6.90 (td, J=2.4, 8.1 Hz, 1H), 4.... Reactants: O=C([O-])[O-], CO, COc1ccc2c(c1)C1(COC(NC(=O)C(F)(F)F)=N1)c1cc(NC(=O)c3ccc(Cl)cn3)ccc1O2, [K+], [K+]. The product is COc1ccc2c(c1)C1(COC(N)=N1)c1cc(NC(=O)c3ccc(Cl)cn3)ccc1O2. RXN SMILES: [C:38](=[O:39])([O-:40])[O-:41].[CH3:44][OH:45].[Cl:1][c:2]1[cH:3][cH:4][c:5]([C:8](=[O:9])[NH:10][c:11]2[cH:12][cH:13][c:14]3[c:34]([cH:35]2)[C:22]2([c:21]4[c:16]([cH:17][cH:18][c:19]([O:36][CH3:37])[cH:20]4)[O:15]3)[N:23]=[C:24]([NH:27][C:28](=[O:29])[C:30]([F:31])([F:32])[F:33])[O:25][CH2:26]2)[n:6][cH:7]1.[K+:42].[K+:43]>>[Cl:1][c:2]1[cH:3][cH:4][c:5]([C:8](=[O:9])[NH:10][c:11]2[cH:12][cH:13][c:14]3[c:34]([cH:35]2)[C:22]2([c:21]4[c:16]([cH:17][cH:18][c:19]([O:36][CH3:37])[cH:20]4)[O:15]3)[N:23]=[C:24]([NH2:27])[O:25][CH2:26]2)[n:6][cH:7]1. The product is O=C(O)c1ccc(-c2cc(Cl)c(CC3CCN(C4CCCCC4)C3=O)c(Cl)c2)s1. Reaction SMILES: [CH3:3][O:4][C:5](=[O:6])[c:7]1[s:8][c:9](-[c:12]2[cH:13][c:14]([Cl:32])[c:15]([CH2:19][CH:20]3[C:21](=[O:31])[N:22]([CH:25]4[CH2:26][CH2:27][CH2:28][CH2:29][CH2:30]4)[CH2:23][CH2:24]3)[c:16]([Cl:18])[cH:17]2)[cH:10][cH:11]1.[Cl:33][CH2:34][Cl:35].[ClH:37].[Li+:2].[O:38]1[CH2:39][CH2:40][O:41][CH2:42][CH2:43]1.[OH-:1].[OH2:36]>>[O:4]=[C:5]([OH:6])[c:7]1[s:8][c:9](-[c:12]2[cH:13][c:14]([Cl:32])[c:15]([CH2:19][CH:20]3[C:21](=[O:31])[N:22]([CH:25]4[CH2:26][CH2:27][CH2:28][CH2:29][CH2:30]4)[CH2:23][CH2:24]3)[c:16]([Cl:18])[cH:17]2)[cH:10][cH:11]1. Reactants: COC(=O)c1ccc(-c2cc(Cl)c(CC3CCN(C4CCCCC4)C3=O)c(Cl)c2)s1, ClCCl, Cl, [Li+], C1COCCO1, [OH-], O. Product: Cc1nc(N)nc(-c2cccnc2Nc2cccc3[nH]ncc23)n1. RXN SMILES: [F:1][c:2]1[n:3][cH:4][cH:5][cH:6][c:7]1-[c:8]1[n:9][c:10]([NH2:15])[n:11][c:12]([CH3:14])[n:13]1.[nH:16]1[n:17][cH:18][c:19]2[c:20]([NH2:25])[cH:21][cH:22][cH:23][c:24]12>>[c:2]1([NH:25][c:20]2[c:19]3[cH:18][n:17][nH:16][c:24]3[cH:23][cH:22][cH:21]2)[n:3][cH:4][cH:5][cH:6][c:7]1-[c:8]1[n:9][c:10]([NH2:15])[n:11][c:12]([CH3:14])[n:13]1. Starting materials: Cc1nc(N)nc(-c2cccnc2F)n1, Nc1cccc2[nH]ncc12. Product: C1C(CCC2=CC=CC=C12)N1C(NC(=C1N(C)C)N(C)C)=S (1-(1,2,3,4-tetrahydronaphthalen-2-yl)-4,5-di(dimethylamino)-1,3-dihydroimidazole-2-thione). Reaction conditions: temperature 25 celsius, time 1.75 hour. Isolated yield 116.7%. The solvent is C(C)O (ethanol), C(C)O (ethanol). Reactants: C1C(CCC2=CC=CC=C12)N1C(=NC(=C1CN(C)C)CN(C)C)SCCC(=O)OCC (ethyl 3-[1-(1,2,3,4-tetrahydronaphthalen-2-yl)-4,5-di(dimethylaminomethyl)imidazol-2-ylthio]propionate), [O-]CC.[Na+] (sodium ethoxide), solution, [Na] (sodium). Reaction SMILES: [CH2:1]1[C:10]2[C:5](=[CH:6][CH:7]=[CH:8][CH:9]=2)[CH2:4][CH2:3][CH:2]1[N:11]1[C:15](CN(C)C)=[C:14](CN(C)C)[N:13]=[C:12]1[S:24]CCC(OCC)=O.[O-]CC.[Na+].[Na]>C(O)C>[CH2:1]1[C:10]2[C:5](=[CH:6][CH:7]=[CH:8][CH:9]=2)[CH2:4][CH2:3][CH:2]1[N:11]1[C:15]([N:11]([CH3:15])[CH3:2])=[C:14]([N:13]([CH3:14])[CH3:12])[NH:13][C:12]1=[S:24] |f:1.2,^1:35|. Reported procedure: A mixture of ethyl 3-[1-(1,2,3,4-tetrahydronaphthalen-2-yl)-4,5-di(dimethylaminomethyl)imidazol-2-ylthio]propionate (0.55 g, 1.2 mmol) and sodium ethoxide (3.5 mL of a solution prepared free 450 mg sodium in 45 mL of ethanol, 1.4 mmol) in 5 mL of ethanol was stirred at approximately 25° C. for 1.75 hours. The mixture was concentrated and partitioned between water and ethyl acetate. The organic layer was separated, washed with brine, dried (K2CO3), filtered and concentrated. The residue was purif...